From a dataset of the Open Reaction Database (ORD), a public repository of structured organic reaction records. describe an organic reaction: reactants, conditions, products, and yield Starting materials: OC1=CC(=NC=N1)C(=O)N (6-Hydroxy-4-pyrimidinecarboxamide), OC1=CC(=NC=N1)C(=O)N (6-Hydroxy-4-pyrimidinecarboxamide), P(=O)(Cl)(Cl)Cl (phosphorus oxychloride). Yields the product ClC1=CC(=NC=N1)C#N (6-chloro-4-pyrimidinecarbonitrile). The yield is 61.2%. RXN SMILES: O[C:2]1[N:7]=[CH:6][N:5]=[C:4]([C:8]([NH2:10])=O)[CH:3]=1.P(Cl)(Cl)([Cl:13])=O>>[Cl:13][C:2]1[N:7]=[CH:6][N:5]=[C:4]([C:8]#[N:10])[CH:3]=1. Reported procedure: 6-Hydroxy-4-pyrimidinecarboxamide (Intermediate 7, 563 mg, 4.05 mmol) was taken up in phosphorus oxychloride (3.9 mL, 41.8 mmol) and the resulting mixture was heated under reflux for 18 hours. The reaction mixture was allowed to cool to room temperature and evaporated under reduced pressure. The residue was poured into ice cooled water, neutralised with 0.88 ammonia solution and extracted with ethyl acetate (×3). The ethyl acetate layers were combined, dried under magnesium sulfate and evaporate... Run in CN(C)C=O (DMF). Isolated yield 43.2%. RXN SMILES: [CH2:1]([SH:3])[CH3:2].O.C(=O)([O-])[O-].[K+].[K+].Cl[C:12]1[C:22](Cl)=[CH:21][C:15]([C:16]([O:18][CH2:19][CH3:20])=[O:17])=[C:14]([CH3:24])[C:13]=1[C:25]1[O:29][N:28]=[C:27]([CH3:30])[CH:26]=1>CN(C=O)C>[CH2:1]([S:3][C:12]1[CH:22]=[CH:21][C:15]([C:16]([O:18][CH2:19][CH3:20])=[O:17])=[C:14]([CH3:24])[C:13]=1[C:25]1[O:29][N:28]=[C:27]([CH3:30])[CH:26]=1)[CH3:2] |f:2.3.4|. Yields the product C(C)SC1=C(C(=C(C(=O)OCC)C=C1)C)C1=CC(=NO1)C (ethyl 4-ethylthio-2-methyl-3-(3-methylisoxazol-5-yl)benzoate). Reactants: 40W, C(C)S (ethyl mercaptan), ClC1=C(C(=C(C(=O)OCC)C=C1Cl)C)C1=CC(=NO1)C (ethyl 4,5-dichloro-2-methyl-3-(3-methylisoxazol-5-yl)benzoate), O (water), C([O-])([O-])=O.[K+].[K+] (potassium carbonate), ice water. Procedure: Into a 250-ml round-bottomed flask were placed 0.311 g of ethyl mercaptan, 0.018 g of water and 6 ml of DMF, and then 0.346 g of potassium carbonate and 0.314 g of ethyl 4,5-dichloro-2-methyl-3-(3-methylisoxazol-5-yl)benzoate were adder The resulting mixture was stirred with a magnetic stirrer at room temperature for 6 hours under the irradiation of 40W fluorescent light. The reaction solution was poured into 25 ml of ice-water, and extracted with 25 ml of diethyl ether. The organic layer was wa... The reactants are [Br-], C1CCOC1, C[Mg+], CC(C)c1noc(N2CCC(C=O)CC2)n1. Yields the product CC(C)c1noc(N2CCC(C(C)O)CC2)n1. As a reaction SMILES: [Br-:17].[CH2:20]1[O:21][CH2:22][CH2:23][CH2:24]1.[CH3:18][Mg+:19].[CH3:1][CH:2]([CH3:3])[c:4]1[n:5][o:6][c:7]([N:9]2[CH2:10][CH2:11][CH:12]([CH:15]=[O:16])[CH2:13][CH2:14]2)[n:8]1>>[CH3:1][CH:2]([CH3:3])[c:4]1[n:5][o:6][c:7]([N:9]2[CH2:10][CH2:11][CH:12]([CH:15]([OH:16])[CH3:18])[CH2:13][CH2:14]2)[n:8]1. Solvent: CO (methanol). Procedure: A mixture of 2.5 parts of [(2-naphthalenyloxy)methyl]oxirane, 3.31 parts of 3-(aminocarbonyl)-N-(2,6-dichlorophenyl)-1-piperazineacetamide, 45 parts of benzene and 20 parts of methanol was stirred first for 3 hours at room temperature and further for 30 hours at reflux. The reaction mixture was cooled and purified by column-chromatography over silica gel using a mixture of trichloromethane and methanol (90:10 by volume) as eluent. The pure fractions were collected and the eluent was evaporated. ... The product is O.Cl.Cl.NC(=O)C1CN(CCN1CC(COC1=CC2=CC=CC=C2C=C1)O)CC(=O)NC1=C(C=CC=C1Cl)Cl (3-(aminocarbonyl)-N-(2,6-dichlorophenyl)-4-[2-hydroxy-3-(2-naphthalenyloxy)propyl]-1-piperazineacetamide dihydrochloride monohydrate). Reaction conditions: time 30 hour. Starting materials: C1=C(C=CC2=CC=CC=C12)OCC1OC1 ([(2-naphthalenyloxy)methyl]oxirane), NC(=O)C1CN(CCN1)CC(=O)NC1=C(C=CC=C1Cl)Cl (3-(aminocarbonyl)-N-(2,6-dichlorophenyl)-1-piperazineacetamide), C1=CC=CC=C1 (benzene). Reaction SMILES: [CH:1]1[C:10]2[C:5](=[CH:6][CH:7]=[CH:8][CH:9]=2)[CH:4]=[CH:3][C:2]=1[O:11][CH2:12][CH:13]1[CH2:15][O:14]1.[NH2:16][C:17]([CH:19]1[NH:24][CH2:23][CH2:22][N:21]([CH2:25][C:26]([NH:28][C:29]2[C:34]([Cl:35])=[CH:33][CH:32]=[CH:31][C:30]=2[Cl:36])=[O:27])[CH2:20]1)=[O:18].C1C=CC=CC=1>CO>[OH2:11].[ClH:35].[ClH:35].[NH2:16][C:17]([CH:19]1[N:24]([CH2:15][CH:13]([OH:14])[CH2:12][O:11][C:2]2[CH:3]=[CH:4][C:5]3[C:10](=[CH:9][CH:8]=[CH:7][CH:6]=3)[CH:1]=2)[CH2:23][CH2:22][N:21]([CH2:25][C:26]([NH:28][C:29]2[C:30]([Cl:36])=[CH:31][CH:32]=[CH:33][C:34]=2[Cl:35])=[O:27])[CH2:20]1)=[O:18] |f:4.5.6.7|. The yield is 23.0%. The reactants are [I-].[Na+] (Sodium iodide), C(C#C)OC=1C=C(C=CC1OCCBr)CO ([3-propargyloxy-4-(2-bromoethoxy)phenyl]methanol). Run in CC(=O)C (acetone). Run at temperature 50 celsius. The product is C(C#C)OC=1C=C(C=CC1OCCI)CO ([3-propargyloxy-4-(2-iodoethoxy)phenyl]methanol). The yield is 95.5%. Reaction SMILES: [I-:1].[Na+].[CH2:3]([O:6][C:7]1[CH:8]=[C:9]([CH2:17][OH:18])[CH:10]=[CH:11][C:12]=1[O:13][CH2:14][CH2:15]Br)[C:4]#[CH:5]>CC(C)=O>[CH2:3]([O:6][C:7]1[CH:8]=[C:9]([CH2:17][OH:18])[CH:10]=[CH:11][C:12]=1[O:13][CH2:14][CH2:15][I:1])[C:4]#[CH:5] |f:0.1|. Reported procedure: Sodium iodide (10 g, 70 mmol, 4 equiv) was added in one portion to the stirred solution of 10 (5 g, 18 mmol, 1 equiv) in acetone (40 mL). The mixture was heated to 50° C. under nitrogen overnight. Upon reaction completion, the solvent was removed under vacuum. The resulting solid was dissolved in CH2Cl2 (200 mL) and washed subsequently with sodium thiosulfate solution (2×200 mL), water (200 mL) and brine (200 mL). The organic layer was dried over MgSO4, filtered and solvent was removed under vac...